This data is from the Open Reaction Database (ORD), a public repository of structured organic reaction records. The task is: describe an organic reaction: reactants, conditions, products, and yield Reactants: CCO, O=[N+]([O-])c1ccc(Cl)c([N+](=O)[O-])c1, N#CN. The product is N#CNc1ccc([N+](=O)[O-])cc1[N+](=O)[O-]. As a reaction SMILES: [CH3:17][CH2:18][OH:19].[N+:1](=[O:2])([O-:3])[c:4]1[c:5]([Cl:13])[cH:6][cH:7][c:8]([N+:10](=[O:11])[O-:12])[cH:9]1.[NH2:14][C:15]#[N:16]>>[N+:1](=[O:2])([O-:3])[c:4]1[c:5]([NH:16][C:15]#[N:14])[cH:6][cH:7][c:8]([N+:10](=[O:11])[O-:12])[cH:9]1.